This data is from the Open Reaction Database (ORD), a public repository of structured organic reaction records. The task is: describe an organic reaction: reactants, conditions, products, and yield Reaction SMILES: ClC1N=C2C(N=CN2)=C(N2CCOCC2)N=1.ICC(C)C.Cl[C:23]1[N:31]=[C:30]2[C:26]([N:27]=[CH:28][N:29]2[CH2:32][CH:33]([CH3:35])[CH3:34])=[C:25]([N:36]2[CH2:41][CH2:40][O:39][CH2:38][CH2:37]2)[N:24]=1.C(=O)([O-])[O:43][C:44]1[CH:49]=[CH:48][CH:47]=[C:46](B2OC(C)(C)C(C)(C)O2)[C:45]=1C(C)(C)C>>[CH2:32]([N:29]1[CH:28]=[N:27][C:26]2[C:30]1=[N:31][C:23]([C:46]1[CH:45]=[C:44]([OH:43])[CH:49]=[CH:48][CH:47]=1)=[N:24][C:25]=2[N:36]1[CH2:41][CH2:40][O:39][CH2:38][CH2:37]1)[CH:33]([CH3:35])[CH3:34]. Procedure details: 4-(2-Chloro-9H-purin-6-yl)morpholine (75 mg) was reacted with 1-iodo-2-methylpropane via General Procedure C. 4-(2-Chloro-9-isobutyl-9H-purin-6-yl)morpholine was reacted with 150 mg tert-butyl-3-(4,4,5,5-tetramethyl-1,3,2-dioxaborolan-2-yl)phenyl carbonate via General Procedure A and purified via reverse phase HPLC to give 62.6 mg of 145 as a white solid. MS (Q1) 354.2 (M)+ The product is C(C(C)C)N1C2=NC(=NC(=C2N=C1)N1CCOCC1)C=1C=C(C=CC1)O (3-(9-isobutyl-6-morpholino-9H-purin-2-yl)phenol). The reactants are ClC1=NC(=C2N=CNC2=N1)N1CCOCC1 (4-(2-Chloro-9H-purin-6-yl)morpholine), ICC(C)C (1-iodo-2-methylpropane), ClC1=NC(=C2N=CN(C2=N1)CC(C)C)N1CCOCC1 (4-(2-Chloro-9-isobutyl-9H-purin-6-yl)morpholine), C(OC1=C(C(=CC=C1)B1OC(C(O1)(C)C)(C)C)C(C)(C)C)([O-])=O (tert-butyl-3-(4,4,5,5-tetramethyl-1,3,2-dioxaborolan-2-yl)phenyl carbonate).